describe an organic reaction: reactants, conditions, products, and yield From a dataset of the Open Reaction Database (ORD), a public repository of structured organic reaction records. Product: CCOC(=O)C1(Oc2cc3c(-c4cc5cccnc5n4S(=O)(=O)c4ccc(C)cc4)cn(C)c3cc2OC)CCC1. Reaction SMILES: [CH2:35]([CH3:36])[O:37][C:38](=[O:39])[C:40]1([Br:44])[CH2:41][CH2:42][CH2:43]1.[CH3:45][N:46]([CH3:47])[CH:48]=[O:49].[H-:1].[Na+:2].[OH:3][c:4]1[cH:5][c:6]2[c:7](-[c:16]3[cH:17][c:18]4[c:19]([n:20][cH:21][cH:22][cH:23]4)[n:24]3[S:25](=[O:26])(=[O:27])[c:28]3[cH:29][cH:30][c:31]([CH3:34])[cH:32][cH:33]3)[cH:8][n:9]([CH3:15])[c:10]2[cH:11][c:12]1[O:13][CH3:14]>>[O:3]([c:4]1[cH:5][c:6]2[c:7](-[c:16]3[cH:17][c:18]4[c:19]([n:20][cH:21][cH:22][cH:23]4)[n:24]3[S:25](=[O:26])(=[O:27])[c:28]3[cH:29][cH:30][c:31]([CH3:34])[cH:32][cH:33]3)[cH:8][n:9]([CH3:15])[c:10]2[cH:11][c:12]1[O:13][CH3:14])[C:40]1([C:38]([O:37][CH2:35][CH3:36])=[O:39])[CH2:41][CH2:42][CH2:43]1. The reactants are CCOC(=O)C1(Br)CCC1, CN(C)C=O, [H-], [Na+], COc1cc2c(cc1O)c(-c1cc3cccnc3n1S(=O)(=O)c1ccc(C)cc1)cn2C. Starting materials: FC1=C(C(=O)NN)C=C(C=C1)F (2,5-difluorobenzohydrazide), C(C)(=O)C1=CC=CC=C1 (acetophenone). Run in CCOC(=O)C (EtOAc). Yields the product FC1=C(C(=O)N/N=C(\C)/C2=CC=CC=C2)C=C(C=C1)F (2,5-difluoro-N′-[(1E)-1-phenylethylidene]benzohydrazide). RXN SMILES: [F:1][C:2]1[CH:11]=[CH:10][C:9]([F:12])=[CH:8][C:3]=1[C:4]([NH:6][NH2:7])=[O:5].[C:13]([C:16]1[CH:21]=[CH:20][CH:19]=[CH:18][CH:17]=1)(=O)[CH3:14]>CCOC(C)=O>[F:1][C:2]1[CH:11]=[CH:10][C:9]([F:12])=[CH:8][C:3]=1[C:4]([NH:6]/[N:7]=[C:13](/[C:16]1[CH:21]=[CH:20][CH:19]=[CH:18][CH:17]=1)\[CH3:14])=[O:5]. Procedure details: A solution of 2,5-difluorobenzohydrazide (1-2, 90 mg, 0.52 mmol, 1 equiv) and acetophenone (61 μL, 0.52 mmol, 1.0 equiv) was heated in EtOAc (10 mL) at 75° C. for 3 d. The reaction mixture was concentrated to give 2,5-difluoro-N′-[(1E)-1-phenylethylidene]benzohydrazide (2-1); LRMS m/z (M+H) 275.1 found, 275.1 required. A solution of 2-1 in acetic anhydride (5 mL) was heated at reflux for 1.5 h. The reaction mixture was concentrated and the residue was purified by reverse-phase LC (H2O/CH3CN grad...